This data is from the Open Reaction Database (ORD), a public repository of structured organic reaction records. The task is: describe an organic reaction: reactants, conditions, products, and yield Starting materials: COC(CC1=C(C=C(C=C1)Cl)F)=O ((4-chloro-2-fluoro-phenyl)-acetic Acid Methyl Ester), C1(CCCCC1)P(C1=C(C=CC=C1)C1=C(C=CC=C1OC)OC)C1CCCCC1 (2-dicyclohexylphosphino-2′,6′-dimethoxy-1,1′-biphenyl), P(=O)([O-])([O-])[O-].[K+].[K+].[K+] (potassium phosphate), C(C)C(/C=C/C1=C(C=C(C=C1)C(CC)(C1=CC(=C(C=C1)B1OC(C(O1)(C)C)(C)C)C)CC)C)(CC)O ((E)-3-ethyl-1-(4-{1-ethyl-1-[3-methyl-4-(4,4,5,5-tetramethyl-[1,3,2]dioxaborolan-2-yl)-phenyl]-propyl}-2-methyl-phenyl)-1-penten-3-ol), C([O-])(O)=O.[Na+] (sodium bicarbonate). The reagents and catalysts are C(C)(=O)[O-].[Pd+2].C(C)(=O)[O-] (palladium acetate). Solvent: O (water), C1(=CC=CC=C1)C (toluene). Conditions: temperature 100 celsius, time 1 hour. Yields the product C(C)C(CC)(C1=CC(=C(C=C1)\C=C\C(CC)(O)CC)C)C1=CC(=C(C=C1)C1=CC(=C(C=C1)CC(=O)OC)F)C (Methyl (4′-{1-ethyl-1-[4-((E)-3-ethyl-3-hydroxy-1-pentenyl)-3-methyl-phenyl]-propyl}-3-fluoro-2′-methyl-biphenyl-4-yl)-acetate). Isolated yield 46.6%. RXN SMILES: [CH3:1][O:2][C:3](=[O:13])[CH2:4][C:5]1[CH:10]=[CH:9][C:8](Cl)=[CH:7][C:6]=1[F:12].C1(P(C2CCCCC2)C2C=CC=CC=2C2C(OC)=CC=CC=2OC)CCCCC1.P([O-])([O-])([O-])=O.[K+].[K+].[K+].[CH2:51]([C:53]([OH:86])([CH2:84][CH3:85])/[CH:54]=[CH:55]/[C:56]1[CH:61]=[CH:60][C:59]([C:62]([CH2:81][CH3:82])([C:65]2[CH:70]=[CH:69][C:68](B3OC(C)(C)C(C)(C)O3)=[C:67]([CH3:80])[CH:66]=2)[CH2:63][CH3:64])=[CH:58][C:57]=1[CH3:83])[CH3:52].C(=O)(O)[O-].[Na+]>C([O-])(=O)C.[Pd+2].C([O-])(=O)C.O.C1(C)C=CC=CC=1>[CH2:63]([C:62]([C:65]1[CH:70]=[CH:69][C:68]([C:8]2[CH:9]=[CH:10][C:5]([CH2:4][C:3]([O:2][CH3:1])=[O:13])=[C:6]([F:12])[CH:7]=2)=[C:67]([CH3:80])[CH:66]=1)([C:59]1[CH:60]=[CH:61][C:56](/[CH:55]=[CH:54]/[C:53]([CH2:51][CH3:52])([OH:86])[CH2:84][CH3:85])=[C:57]([CH3:83])[CH:58]=1)[CH2:81][CH3:82])[CH3:64] |f:2.3.4.5,7.8,9.10.11|. Reported procedure: (4-Chloro-2-fluoro-phenyl)acetic acid methyl ester (Example 40; 52 mg, 0.256 mmol), toluene (2.8 mL), palladium acetate (3.8 mg, 0.017 mmol), 2-dicyclohexylphosphino-2′,6′-dimethoxy-1,1′-biphenyl (14 mg, 0.034 mmol), potassium phosphate (108 mg, 0.510 mmol) and water (0.28 mL) were added to (E)-3-ethyl-1-(4-{1-ethyl-1-[3-methyl-4-(4,4,5,5-tetramethyl-[1,3,2]dioxaborolan-2-yl)-phenyl]-propyl-2-methyl-phenyl)-1-penten-3-ol (Example 28; 83.6 mg, 0.170 mmol), and the mixture was stirred in a nitroge...